Dataset: the Open Reaction Database (ORD), a public repository of structured organic reaction records. Task: describe an organic reaction: reactants, conditions, products, and yield The reactants are [N+](=O)([O-])C=1C=C(CN)C=CC1 (3-nitrobenzylamine), ClC=1C2=C(N=C(N1)C1=CC=NO1)SC(=C2)C(F)(F)F (4-chloro-2-(isoxazol-5-yl)-6-trifluoromethyl-thieno-[2,3-d]-pyrimidine). The product is O1N=CC=C1C=1N=C(C2=C(N1)SC(=C2)C(F)(F)F)NCC2=CC(=CC=C2)[N+](=O)[O-] (2-(isoxazol-5-yl)-4-(3-nitrobenzylamino)-6-trifluoromethyl-thieno-[2,3-d]-pyrimidine). Reaction SMILES: [N+:1]([C:4]1[CH:5]=[C:6]([CH:9]=[CH:10][CH:11]=1)[CH2:7][NH2:8])([O-:3])=[O:2].Cl[C:13]1[C:14]2[CH:26]=[C:25]([C:27]([F:30])([F:29])[F:28])[S:24][C:15]=2[N:16]=[C:17]([C:19]2[O:23][N:22]=[CH:21][CH:20]=2)[N:18]=1>>[O:23]1[C:19]([C:17]2[N:18]=[C:13]([NH:8][CH2:7][C:6]3[CH:9]=[CH:10][CH:11]=[C:4]([N+:1]([O-:3])=[O:2])[CH:5]=3)[C:14]3[CH:26]=[C:25]([C:27]([F:29])([F:30])[F:28])[S:24][C:15]=3[N:16]=2)=[CH:20][CH:21]=[N:22]1. Reported procedure: With the procedure of Example 1, the reaction of 3-nitrobenzylamine with 4-chloro-2-(isoxazol-5-yl)-6-trifluoromethyl-thieno-[2,3-d]-pyrimidine yields 2-(isoxazol-5-yl)-4-(3-nitrobenzylamino)-6-trifluoromethyl-thieno-[2,3-d]-pyrimidine.